From a dataset of the Open Reaction Database (ORD), a public repository of structured organic reaction records. describe an organic reaction: reactants, conditions, products, and yield Reactants: CC(C)CC(=O)C1=C(C(C(=O)C(=C1O)CC=C(C)C)(CC=C(C)C)CC=C(C)C)O (lupulone). The reagents and catalysts are catalyst. Solvent: [OH-].[Na+] (sodium hydroxide). The product is CC(C)CC(=O)C1C(=O)C(=O)C(C1=O)(CC=C(C)C)CC=C(C)C (hulupone). As a reaction SMILES: [CH3:1][CH:2]([CH2:4][C:5]([C:7]1[C:13]([OH:14])=C(CC=C(C)C)[C:10](=[O:11])[C:9]([CH2:25][CH:26]=[C:27]([CH3:29])[CH3:28])([CH2:20][CH:21]=[C:22]([CH3:24])[CH3:23])[C:8]=1[OH:30])=[O:6])[CH3:3]>[OH-].[Na+]>[CH3:1][CH:2]([CH2:4][C:5]([CH:7]1[C:8](=[O:30])[C:9]([CH2:25][CH:26]=[C:27]([CH3:29])[CH3:28])([CH2:20][CH:21]=[C:22]([CH3:24])[CH3:23])[C:10](=[O:11])[C:13]1=[O:14])=[O:6])[CH3:3] |f:1.2|. Procedure: 4 g lupulone are dissolved, with stirring, in 100 ml 0.5 N sodium hydroxide solution, filtered into a 250 ml three necked flask provided with a gas inlet tube, reflux condenser, and internal thermometer, and mixed with 1 g catalyst (see Table). After flushing out with oxygen, the apparatus is heated to the predetermined temperature. The lupulate solution is then oxidized with vigorous stirring, while oxygen is passed through. After completion of the reaction, which can be recognized by a marked ... The reactants are C(C)OC(C(CC=1C=C2C=CNC2=CC1)OCC)=O (rac-2-ethoxy-3-(1H-indol-5-yl)-propionic acid ethyl ester), ClCC=1N=C(OC1C)C1=CC(=CC(=C1)C)C (4-chloromethyl-2-(3,5-dimethyl-phenyl)-5-methyl-oxazole). Yields the product CC=1C=C(C=C(C1)C)C=1OC(=C(N1)CN1C=CC2=CC(=CC=C12)CC(C(=O)O)OCC)C (Rac-3-{1-[2-(3,5-Dimethyl-phenyl)-5-methyl-oxazol-4-ylmethyl]-1H-indol-5-yl}-2-ethoxy-propionic Acid). The yield is 45.0%. RXN SMILES: C([O:3][C:4](=[O:19])[CH:5]([O:16][CH2:17][CH3:18])[CH2:6][C:7]1[CH:8]=[C:9]2[C:13](=[CH:14][CH:15]=1)[NH:12][CH:11]=[CH:10]2)C.Cl[CH2:21][C:22]1[N:23]=[C:24]([C:28]2[CH:33]=[C:32]([CH3:34])[CH:31]=[C:30]([CH3:35])[CH:29]=2)[O:25][C:26]=1[CH3:27]>>[CH3:34][C:32]1[CH:33]=[C:28]([C:24]2[O:25][C:26]([CH3:27])=[C:22]([CH2:21][N:12]3[C:13]4[C:9](=[CH:8][C:7]([CH2:6][CH:5]([O:16][CH2:17][CH3:18])[C:4]([OH:3])=[O:19])=[CH:15][CH:14]=4)[CH:10]=[CH:11]3)[N:23]=2)[CH:29]=[C:30]([CH3:35])[CH:31]=1. Reported procedure: Starting from rac-2-ethoxy-3-(1H-indol-5-yl)-propionic acid ethyl ester and 4-chloromethyl-2-(3,5-dimethyl-phenyl)-5-methyl-oxazole, the title compound was obtained in 45% yield as a pale yellow solid. MS: (M+H)+ 433.4. The reactants are O (water), Br.C(C)OC(=O)C1CC2=C(N=C(S2)N)CC1 (2-amino-4,5,6,7-tetrahydro-benzothiazole-6-carboxylic acid ethyl ester hydrobromide). Run in CO (methanol). Reaction conditions: time 2 hour. The product is C(C)OC(=O)C1CC2=C(N=C(S2)N)CC1 (2-Amino-4,5,6,7-tetrahydro-benzothiazole-6-carboxylic acid ethyl ester). The yield is 88.9%. Reaction SMILES: O.Br.[CH2:3]([O:5][C:6]([CH:8]1[CH2:17][CH2:16][C:11]2[N:12]=[C:13]([NH2:15])[S:14][C:10]=2[CH2:9]1)=[O:7])[CH3:4]>CO>[CH2:3]([O:5][C:6]([CH:8]1[CH2:17][CH2:16][C:11]2[N:12]=[C:13]([NH2:15])[S:14][C:10]=2[CH2:9]1)=[O:7])[CH3:4] |f:1.2|. Reported procedure: A 2 liter reactor equipped with mechanical stirrer, thermometer and condenser was loaded with 600 ml of water, 110 g of 2-amino-4,5,6,7-tetrahydro-benzothiazole-6-carboxylic acid ethyl ester hydrobromide [(III), R1=ethyl] and 120 ml of methanol. The mixture was refluxed and hot filtered on a Celite bed. The resulting solution was added with a solution of 32 g of sodium bicarbonate in 300 ml of water (final pH=7-8). After 2 hours at room temperature, the precipitated white solid was filtered, was...